From a dataset of the Open Reaction Database (ORD), a public repository of structured organic reaction records. describe an organic reaction: reactants, conditions, products, and yield Reactants: C(N)(OCC(Cl)(Cl)Cl)=O (2,2,2-trichloroethyl carbamate), C(OCC(Cl)(Cl)Cl)([O-])=O (2,2,2-trichloroethyl carbonate), FC1=CC=C(C=C1)C1C(C2CCC(C1)N2C(=O)OCC(Cl)(Cl)Cl)OC(=O)OCC(Cl)(Cl)Cl (2,2,2-trichloro-ethyl (1RS,2RS,3RS,5RS)-3-(4-fluoro-phenyl)-2-(2,2,2-trichloro-ethoxy-carbonyloxy)-8-aza-bicyclo[3.2.1]octane-8-carboxylate). Yields the product FC1=CC=C(C=C1)C1C(C2CCC(C1)N2)O ((1RS,2RS,3RS,5RS)-3-(4-fluoro-phenyl)-8-aza-bicyclo[3.2.1]octan-2-ol). As a reaction SMILES: C(=O)(OCC(Cl)(Cl)Cl)N.C(=O)([O-])OCC(Cl)(Cl)Cl.[F:19][C:20]1[CH:25]=[CH:24][C:23]([CH:26]2[CH2:32][CH:31]3[N:33](C(OCC(Cl)(Cl)Cl)=O)[CH:28]([CH2:29][CH2:30]3)[CH:27]2[O:42]C(OCC(Cl)(Cl)Cl)=O)=[CH:22][CH:21]=1>>[F:19][C:20]1[CH:21]=[CH:22][C:23]([CH:26]2[CH2:32][CH:31]3[NH:33][CH:28]([CH2:29][CH2:30]3)[CH:27]2[OH:42])=[CH:24][CH:25]=1. Procedure: By cleavage of the 2,2,2-trichloroethyl carbamate and 2,2,2-trichloroethyl carbonate from 2,2,2-trichloro-ethyl (1RS,2RS,3RS,5RS)-3-(4-fluoro-phenyl)-2-(2,2,2-trichloro-ethoxy-carbonyloxy)-8-aza-bicyclo[3.2.1]octane-8-carboxylate in an analogous manner to that described in Example 12(d) there was obtained (1RS,2RS,3RS,5RS)-3-(4-fluoro-phenyl)-8-aza-bicyclo[3.2.1]octan-2-ol as a colourless solid; MS: 221 (M)+.